Dataset: the Open Reaction Database (ORD), a public repository of structured organic reaction records. Task: describe an organic reaction: reactants, conditions, products, and yield Starting materials: C(C)OC(C=CC1=CC=C(C=C1)C(F)(F)F)=O (4-trifluoromethylcinnamic acid ethyl ester), [N+](=O)([O-])C (nitromethane), CN(C(N(C)C)=N)C (tetramethylguanidine). Run in C(C)OCC (diethyl ether), Cl (hydrochloric acid). Conditions: time 72 hour. Yields the product C(C)OC(CC(C[N+](=O)[O-])C1=CC=C(C=C1)C(F)(F)F)=O (4-nitro-3-(4-trifluoromethylphenyl)butanoic acid ethyl ester). Reaction SMILES: [CH2:1]([O:3][C:4](=[O:17])[CH:5]=[CH:6][C:7]1[CH:12]=[CH:11][C:10]([C:13]([F:16])([F:15])[F:14])=[CH:9][CH:8]=1)[CH3:2].[N+:18]([CH3:21])([O-:20])=[O:19].CN(C)C(=N)N(C)C>C(OCC)C.Cl>[CH2:1]([O:3][C:4](=[O:17])[CH2:5][CH:6]([C:7]1[CH:12]=[CH:11][C:10]([C:13]([F:15])([F:16])[F:14])=[CH:9][CH:8]=1)[CH2:21][N+:18]([O-:20])=[O:19])[CH3:2]. Reported procedure: A mixture of 300 g of 4-trifluoromethylcinnamic acid ethyl ester, 500 g of nitromethane, and 39 g of tetramethylguanidine is allowed to stir for 72 hours. The solution is diluted with diethyl ether and aqueous hydrochloric acid solution (1 N, 1 liter) is added. The organic layer is separated, dried over anhydrous magnesium sulfate and evaporated to give 4-nitro-3-(4-trifluoromethylphenyl)butanoic acid ethyl ester. Reactants: FC(F)CBr, O=C([O-])[O-], [K+], [K+], COc1ccc(C=O)cc1O, CN(C)C=O. Yields the product COc1ccc(C=O)cc1OCC(F)F. As a reaction SMILES: [Br:18][CH2:19][CH:20]([F:21])[F:22].[C:12](=[O:13])([O-:14])[O-:15].[K+:16].[K+:17].[O:1]=[CH:2][c:3]1[cH:4][c:5]([OH:6])[c:7]([O:8][CH3:9])[cH:10][cH:11]1.[O:23]=[CH:24][N:25]([CH3:26])[CH3:27]>>[O:1]=[CH:2][c:3]1[cH:4][c:5]([O:6][CH2:19][CH:20]([F:21])[F:22])[c:7]([O:8][CH3:9])[cH:10][cH:11]1. Solvent: C(C)O (ethanol). As a reaction SMILES: [ClH:1].[CH3:2][C:3]1[CH:4]=[C:5](/[CH:11]=[CH:12]/[CH:13]=[CH:14]/[C:15]([N:17]2[CH2:22][CH2:21][N:20]([CH2:23][C:24]3[CH:29]=[CH:28][C:27]([CH2:30][N:31]4[CH2:36][CH2:35][N:34]([C:37](=[O:51])/[CH:38]=[CH:39]/[CH:40]=[CH:41]/[C:42]5[CH:47]=[C:46]([CH3:48])[C:45]([CH3:49])=[C:44]([CH3:50])[CH:43]=5)[CH2:33][CH2:32]4)=[CH:26][CH:25]=3)[CH2:19][CH2:18]2)=[O:16])[CH:6]=[C:7]([CH3:10])[C:8]=1[CH3:9]>C(O)C>[ClH:1].[ClH:1].[CH3:48][C:46]1[CH:47]=[C:42](/[CH:41]=[CH:40]/[CH:39]=[CH:38]/[C:37]([N:34]2[CH2:35][CH2:36][N:31]([CH2:30][C:27]3[CH:28]=[CH:29][C:24]([CH2:23][N:20]4[CH2:19][CH2:18][N:17]([C:15](=[O:16])/[CH:14]=[CH:13]/[CH:12]=[CH:11]/[C:5]5[CH:4]=[C:3]([CH3:2])[C:8]([CH3:9])=[C:7]([CH3:10])[CH:6]=5)[CH2:22][CH2:21]4)=[CH:25][CH:26]=3)[CH2:32][CH2:33]2)=[O:51])[CH:43]=[C:44]([CH3:50])[C:45]=1[CH3:49] |f:3.4.5|. Yield: 66.3%. The reactants are Cl (hydrochloric acid), CC=1C=C(C=C(C1C)C)/C=C/C=C/C(=O)N1CCN(CC1)CC1=CC=C(C=C1)CN1CCN(CC1)C(\C=C\C=C\C1=CC(=C(C(=C1)C)C)C)=O (1,4-bis[[4-[(E,E)-5-(3,4,5-trimethylphenyl)-2,4-pentadienoyl]-1-piperazinyl]methyl]benzene). Product: Cl.Cl.CC=1C=C(C=C(C1C)C)/C=C/C=C/C(=O)N1CCN(CC1)CC1=CC=C(C=C1)CN1CCN(CC1)C(\C=C\C=C\C1=CC(=C(C(=C1)C)C)C)=O (1,4-bis[[4-[(E,E)-5-(3,4,5-Trimethylphenyl)-2,4-pentadienoyl]-1-piperazinyl]methyl]benzene Dihydrochloride). Procedure: Concentrated hydrochloric acid (0.050 ml; 0.60 mmol) was added to a solution of 1,4-bis[[4-[(E,E)-5-(3,4,5-trimethylphenyl)-2,4-pentadienoyl]-1-piperazinyl]methyl]benzene (100 mg; 0.14 mmol) in ethanol (5 ml) and the reaction mixture was concentrated under reduced pressure. After a process of adding ethanol (10 ml) to the residue and concentrating the mixture under reduced pressure was performed twice, the resultant concentrated residue was recrystallized from methanol-diethyl ether to obtain 69... The product is CC(CC)C(C(=O)OCC)C(C=1C=NC=CC1)(C)O (Ethyl 2-(2-Butyl)-3-hydroxy-3-methyl-3-(3-pyridyl)propionate). The reactants are hydroxy ester, C(C)(=O)C=1C=NC=CC1 (3-acetylpyridine), CC(CC(=O)OCC)CC (ethyl β-methylvalerate). Reported procedure: Analysis of the pyrolysis product mixture by gas chromatography and preparative thin layer chromatography indicates that the mixture consists of 12 milligrams of the hydroxy ester starting material, and 85 milligrams of a 1:1 mixture of 3-acetylpyridine and ethyl β-methylvalerate. As a reaction SMILES: [C:1]([C:4]1[CH:5]=[N:6][CH:7]=[CH:8][CH:9]=1)(=[O:3])[CH3:2].[CH3:10][CH:11]([CH2:18][CH3:19])[CH2:12][C:13]([O:15][CH2:16][CH3:17])=[O:14]>>[CH3:10][CH:11]([CH:12]([C:1]([OH:3])([CH3:2])[C:4]1[CH:5]=[N:6][CH:7]=[CH:8][CH:9]=1)[C:13]([O:15][CH2:16][CH3:17])=[O:14])[CH2:18][CH3:19]. Reactants: CN(C=O)C (N,N-Dimethylformamide), C([O-])([O-])=O.[K+].[K+] (potassium carbonate), COC([C@H](NC(=O)OC(C)(C)C)CC1=CC=C(C=C1)O)=O (Boc-D-Tyrosine-Methyl ester), FC1=CC=C(C(=O)C2=CC=CC=C2)C=C1 (4-Fluorobenzophenone). Solvent: O (water). Product: COC([C@@H](CC1=CC=C(C=C1)OC1=CC=C(C=C1)C(C1=CC=CC=C1)=O)NC(=O)OC(C)(C)C)=O ((R)-3-[4-(4-Benzoyl-phenoxy)-phenyl]-2-tert-butoxycarbonylamino-propionic acid methyl ester). Isolated yield 23.6%. RXN SMILES: CN(C)C=O.C(=O)([O-])[O-].[K+].[K+].[CH3:12][O:13][C:14](=[O:32])[C@@H:15]([CH2:24][C:25]1[CH:30]=[CH:29][C:28]([OH:31])=[CH:27][CH:26]=1)[NH:16][C:17]([O:19][C:20]([CH3:23])([CH3:22])[CH3:21])=[O:18].F[C:34]1[CH:47]=[CH:46][C:37]([C:38]([C:40]2[CH:45]=[CH:44][CH:43]=[CH:42][CH:41]=2)=[O:39])=[CH:36][CH:35]=1>O>[CH3:12][O:13][C:14](=[O:32])[C@H:15]([NH:16][C:17]([O:19][C:20]([CH3:23])([CH3:21])[CH3:22])=[O:18])[CH2:24][C:25]1[CH:30]=[CH:29][C:28]([O:31][C:43]2[CH:44]=[CH:45][C:40]([C:38](=[O:39])[C:37]3[CH:46]=[CH:47][CH:34]=[CH:35][CH:36]=3)=[CH:41][CH:42]=2)=[CH:27][CH:26]=1 |f:1.2.3|. Reported procedure: To a solution of N,N-Dimethylformamide (DMF) (3.16 mL) and potassium carbonate (0.222 g, 1.605 mmol) was added Boc-D-Tyrosine-Methyl ester (0.158 g, 0.535 mmol) and 4-Fluorobenzophenone (0.160 g, 0.802 mmol) at 100° C. under an atmosphere of nitrogen for 42 hours. The mixture was poured into 30 mL water solution and extracted with ethyl acetate (EtOAc) (4×10 mL). The combined organic layers were washed with brine (40 mL) and dried over anhydrous Na2SO4. The organic layer was concentrated in vacu... Reactants: C(C#C)C1(CCCCC1)O (1-(2-propyn-1-yl)cyclohexanol), N1C=NC=C1 (imidazole), Cl[SiH](C)C (chlorodimethylsilane). Solvent: CN(C)C=O (DMF). Reaction conditions: time 26 hour. Product: C(C#C)C1(CCCCC1)O[Si](C)(C)C (1-Propargyl-1-trimethylsilyloxycyclohexane). RXN SMILES: [CH2:1]([C:4]1([OH:10])[CH2:9][CH2:8][CH2:7][CH2:6][CH2:5]1)[C:2]#[CH:3].N1C=CN=[CH:12]1.Cl[SiH:17]([CH3:19])[CH3:18]>CN(C=O)C>[CH2:1]([C:4]1([O:10][Si:17]([CH3:19])([CH3:12])[CH3:18])[CH2:9][CH2:8][CH2:7][CH2:6][CH2:5]1)[C:2]#[CH:3]. Reported procedure: To a stirred solution of 55.4 g of 1-(2-propyn-1-yl)cyclohexanol [H. Gutmann, et al., Helv. Chim. Acta, 42, 719 (1959)] and 79 g of imidazole in 240 ml of DMF at 10° C. initially is added 56 ml of chlorodimethylsilane during 10 minutes. The cloudy yellow solution is stirred at room temperature for 26 hours. The resulting mixture is partitioned between 1000 ml of hexane and 400 ml of water at 0°-5° C. The hexane phase is washed successively with 6×200 ml of cold water and 200 ml of brine. The ext... Starting materials: Cl (HCl), BrC=1C=C2C(=NC1C#N)C=CN2S(=O)(=O)C2=CC=C(C)C=C2 (6-bromo-1-tosyl-1H-pyrrolo[3,2-b]pyridine 5-carbonitrile), C1CCOC1 (THF), [OH-].[Na+] (NaOH). Solvent: CO (MeOH). Reaction conditions: time 30 minute. Yields the product BrC=1C=C2C(=NC1C#N)C=CN2 (6-bromo-1H-pyrrolo[3,2-b]pyridine 5-carbonitrile). Reaction SMILES: [Br:1][C:2]1[CH:3]=[C:4]2[N:12](S(C3C=CC(C)=CC=3)(=O)=O)[CH:11]=[CH:10][C:5]2=[N:6][C:7]=1[C:8]#[N:9].C1COCC1.[OH-].[Na+].Cl>CO>[Br:1][C:2]1[CH:3]=[C:4]2[NH:12][CH:11]=[CH:10][C:5]2=[N:6][C:7]=1[C:8]#[N:9] |f:2.3|. Procedure details: To a stirred mixture of 6-bromo-1-tosyl-1H-pyrrolo[3,2-b]pyridine 5-carbonitrile (2.46 g, 6.54 mmol), THF (6 mL) and MeOH (6 mL) was added 1N NaOH (3 mL). The reaction mixture was stirred for 30 minutes and then neutralized with 1N HCl and extracted with EtOAc (2×). The organic phase was dried over MgSO4 and concentrated in vacuo to give crude intermediate 6-bromo-1H-pyrrolo[3,2-b]pyridine 5-carbonitrile, which was subsequently dissolved in DMF (10 mL) and cooled to 0° C. Sodium hydride (60%, 31... Reactants: IC[Si](O[Si](C)(C)CI)(C)C (1,3-bis-iodomethyl-1,1,3,3-tetramethyl-disiloxane), NCC1=NC=CC=C1 (2-aminomethyl-pyridine), C1(=CC=CC=C1)C (toluene). Solvent: O (water). Run at time 24 hour. Product: N1=C(C=CC=C1)CN1C[Si](O[Si](C1)(C)C)(C)C (4-(2-pyridylmethyl)-2,2,6,6-tetramethyl-1-oxa-4-aza-2,6-disilacyclohexane). As a reaction SMILES: I[CH2:2][Si:3]([CH3:11])([CH3:10])[O:4][Si:5]([CH2:8]I)([CH3:7])[CH3:6].[NH2:12][CH2:13][C:14]1[CH:19]=[CH:18][CH:17]=[CH:16][N:15]=1.C1(C)C=CC=CC=1>O>[N:15]1[CH:16]=[CH:17][CH:18]=[CH:19][C:14]=1[CH2:13][N:12]1[CH2:8][Si:5]([CH3:6])([CH3:7])[O:4][Si:3]([CH3:11])([CH3:10])[CH2:2]1. Procedure: To 41.4 g. (0.1 mole) of 1,3-bis-iodomethyl-1,1,3,3-tetramethyl-disiloxane there is added dropwise with stirring 32.4 g. (0.3 mole) of 2-aminomethyl-pyridine while maintaining the temperature at 20° C. Stirring is continued at room temperature for 24 hours. The now heterogeneous mixture is combined with approximately 0.5 l. of toluene followed by approximately 0.5 l. of water. The equilibrated aqueous phase is then extracted with two 100 ml. portions of toluene. The combined organic phase is the...